From a dataset of the Open Reaction Database (ORD), a public repository of structured organic reaction records. describe an organic reaction: reactants, conditions, products, and yield The reactants are BrC1=C(CN2C(N(C(C3=C2C2=C(O3)C=CC=C2)=O)O)=O)C=CC=C1 (1-(2-Bromo-benzyl)-3-hydroxy-1H-benzo[4,5]furo[3,2-d]pyrimidine-2,4-dione), C1OC=2C=C(C=CC2O1)B(O)O (3,4-methylenedioxyphenylboronic acid). The product is O1COC2=C1C=CC(=C2)C=2C=C(CN1C(N(C(C3=C1C1=C(O3)C=CC=C1)=O)O)=O)C=CC2 (1-(3-Benzo[1,3]dioxol-5-yl-benzyl)-3-hydroxy-1H-benzo[4,5]furo[3,2-d]pyrimidine-2,4-dione). As a reaction SMILES: Br[C:2]1[CH:24]=[CH:23][CH:22]=[CH:21][C:3]=1[CH2:4][N:5]1[C:10]2[C:11]3[CH:17]=[CH:16][CH:15]=[CH:14][C:12]=3[O:13][C:9]=2[C:8](=[O:18])[N:7]([OH:19])[C:6]1=[O:20].[CH2:25]1[O:33][C:32]2[CH:31]=[CH:30][C:29](B(O)O)=[CH:28][C:27]=2[O:26]1>>[O:26]1[C:27]2[CH:28]=[CH:29][C:30]([C:24]3[CH:2]=[C:3]([CH:21]=[CH:22][CH:23]=3)[CH2:4][N:5]3[C:10]4[C:11]5[CH:17]=[CH:16][CH:15]=[CH:14][C:12]=5[O:13][C:9]=4[C:8](=[O:18])[N:7]([OH:19])[C:6]3=[O:20])=[CH:31][C:32]=2[O:33][CH2:25]1. Reported procedure: 1-(2-Bromo-benzyl)-3-hydroxy-1H-benzo[4,5]furo[3,2-d]pyrimidine-2,4-dione was treated with 3,4-methylenedioxyphenylboronic acid according to general procedure C to provide the title compound as a yellow solid. 1H NMR (d6-DMSO, 300 MHz) 5.61 (s, 2H); 6.05 (s, 2H); 6.98 (d, J=8 Hz, 1H); 7.10 (dd, J1=8 Hz, J2=2 Hz, 1H); 7.18-7.21 (m, 2H); 7.35 (dd, J=8 Hz, 2H); 7.49 (br d, J=8 Hz, 1H); 7.57-7.62 (m, 2H); 7.80 (d, J=8 Hz, 1H); 7.87 (d, J=8 Hz, 1H); Ret. time=2.95 min., m/z=429.0. The reactants are FC1=CC=C(C=C1)NC1=C(CCC2=CC=CC=C12)C#N (1-(4'Fluorophenyl) amino-2-cyano-3,4-dihydro-naphthalene). Reagents/catalysts: [Ti](Cl)(Cl)(Cl)Cl (titanium tetrachloride). The solvent is [OH-].[Na+] (sodium hydroxide). Run at temperature 140 celsius. The product is NC1=C2C=C(C=CC2=NC=2C3=C(CCC12)C=CC=C3)F (7-Amino-9-fluoro-5,6-dihydrobenz[c] acridine). As a reaction SMILES: [F:1][C:2]1[CH:7]=[CH:6][C:5]([NH:8][C:9]2[C:18]3[C:13](=[CH:14][CH:15]=[CH:16][CH:17]=3)[CH2:12][CH2:11][C:10]=2[C:19]#[N:20])=[CH:4][CH:3]=1>[Ti](Cl)(Cl)(Cl)Cl.[OH-].[Na+]>[NH2:20][C:19]1[C:10]2[CH2:11][CH2:12][C:13]3[CH:14]=[CH:15][CH:16]=[CH:17][C:18]=3[C:9]=2[N:8]=[C:5]2[C:6]=1[CH:7]=[C:2]([F:1])[CH:3]=[CH:4]2 |f:2.3|. Procedure details: Under nitrogen, titanium tetrachloride (0.3 ml, 2.7 mmol) was added to the above enamine (Example 36) (0.65 g, 2.5 mmol) and the stirred mixture was heated at 140° C. for 1 hour. After cooling, 10M-sodium hydroxide (20 ml) was added and the mixture heated under reflux for 1 hour After being allowed to cool, this mixture was filtered and the solid washed with dichloromethane. Any organics in the filtrate were also extracted into dichloromethane. All extractions were combined, dried (Na2SO4), filt... The reactants are OO (Hydrogen peroxide), FC(C(=O)OC(C(F)(F)F)=O)(F)F (trifluoroacetic anhydride), COCCOC=1C=CC2=C(N=C(N=[N+]2[O-])NCCN(C)C)C1 (N1-[6-(2-Methoxyethoxy)-1-oxido-1,2,4-benzotriazin-3-yl]-N2,N2-dimethyl-1,2-ethanediamine), FC(C(=O)O)(F)F (trifluoroacetic acid). Solvent: N (NH3), C(Cl)Cl (DCM), C(Cl)Cl (DCM). Reaction conditions: temperature 5 celsius, time 5 minute. The product is COCCOC=1C=CC2=C([N+](=C(N=[N+]2[O-])NCCN(C)C)[O-])C1 (N1-[6-(2-Methoxyethoxy)-1,4-dioxido-1,2,4-benzotriazin-3-yl]-N2,N2-dimethyl-1,2-ethanediamine). The yield is 48.1%. Reaction SMILES: OO.FC(F)(F)C(OC(=O)C(F)(F)F)=[O:6].[CH3:16][O:17][CH2:18][CH2:19][O:20][C:21]1[CH:22]=[CH:23][C:24]2[N+:29]([O-:30])=[N:28][C:27]([NH:31][CH2:32][CH2:33][N:34]([CH3:36])[CH3:35])=[N:26][C:25]=2[CH:37]=1.FC(F)(F)C(O)=O>C(Cl)Cl.N>[CH3:16][O:17][CH2:18][CH2:19][O:20][C:21]1[CH:22]=[CH:23][C:24]2[N+:29]([O-:30])=[N:28][C:27]([NH:31][CH2:32][CH2:33][N:34]([CH3:36])[CH3:35])=[N+:26]([O-:6])[C:25]=2[CH:37]=1. Procedure: Hydrogen peroxide (70%, 0.44 mL, ca. 8.7 mmol) was added dropwise to a stirred solution of trifluoroacetic anhydride (1.23 mL, 8.7 mmol) in DCM (20 mL) at 5° C. The mixture was stirred at 5° C. for 5 min, warmed to 20° C., stirred for 10 min, and cooled to 5° C. The mixture was added to a stirred solution of 1-oxide 13 (268 mg, 0.9 mmol) and trifluoroacetic acid (0.34 mL, 4.4 mmol) in DCM (20 mL) at 5° C. and the mixture stirred at 20° C. for 6 h. The solution was carefully diluted with dil. aq.... The reactants are Cl.N[C@H]1CC[C@H](CC1)NC(=O)C1=C(NC2=C1N=CN=C2C2=C(C=C(C(=C2)C)F)OCC2CC2)C (N-(cis-4-aminocyclohexyl)-4-[2-(cyclopropylmethoxy)-4-fluoro-5-methylphenyl]-6-methyl-5H-pyrrolo[3,2-d]pyrimidine-7-carboxamide hydrochloride), COCC(=O)Cl (methoxy-acetyl chloride). The product is C1(CC1)COC1=C(C=C(C(=C1)F)C)C=1C2=C(N=CN1)C(=C(N2)C)C(=O)N[C@@H]2CC[C@@H](CC2)NC(COC)=O (4-[2-(Cyclopropylmethoxy)-4-fluoro-5-methylphenyl]-N-{cis-4-[(methoxyacetyl)amino]cyclohexyl}-6-methyl-5H-pyrrolo[3,2-d]pyrimidine-7-carboxamide). As a reaction SMILES: Cl.[NH2:2][C@@H:3]1[CH2:8][CH2:7][C@H:6]([NH:9][C:10]([C:12]2[C:16]3[N:17]=[CH:18][N:19]=[C:20]([C:21]4[CH:26]=[C:25]([CH3:27])[C:24]([F:28])=[CH:23][C:22]=4[O:29][CH2:30][CH:31]4[CH2:33][CH2:32]4)[C:15]=3[NH:14][C:13]=2[CH3:34])=[O:11])[CH2:5][CH2:4]1.[CH3:35][O:36][CH2:37][C:38](Cl)=[O:39]>>[CH:31]1([CH2:30][O:29][C:22]2[CH:23]=[C:24]([F:28])[C:25]([CH3:27])=[CH:26][C:21]=2[C:20]2[C:15]3[NH:14][C:13]([CH3:34])=[C:12]([C:10]([NH:9][C@H:6]4[CH2:7][CH2:8][C@@H:3]([NH:2][C:38](=[O:39])[CH2:37][O:36][CH3:35])[CH2:4][CH2:5]4)=[O:11])[C:16]=3[N:17]=[CH:18][N:19]=2)[CH2:32][CH2:33]1 |f:0.1|. Procedure: Starting from N-(cis-4-aminocyclohexyl)-4-[2-(cyclopropylmethoxy)-4-fluoro-5-methylphenyl]-6-methyl-5H-pyrrolo[3,2-d]pyrimidine-7-carboxamide hydrochloride (example D.f42) and commercially available methoxy-acetyl chloride the title compound is obtained as colorless solid. Reactants: FC=1C=C(C=C(C1)F)C#CCBr ([3-(3,5-Bis(fluoro)phenyl)-prop-2-ynyl]-bromide), N-butyl lithium, CC1=CC=CC(=N1)S(=O)(=O)C1C(NC(S1)=O)=O (5-(6-methyl-pyridine-2-sulfonyl)-thiazolidine-2,4-dione), CC1=CC=CC(=N1)S(=O)(=O)C1C(NC(S1)=O)=O (5-(6-Methyl-pyridine-2-sulfonyl)-thiazolidine-2,4-dione), [Cl-].[NH4+] (ammonium chloride). Solvent: C1CCOC1 (THF), C1CCOC1 (THF). Run at time 16 hour. Yields the product ClC1=CC=C(C=C1)C#CCC1(C(NC(S1)=O)=O)S(=O)(=O)C1=NC(=CC=C1)C (5-[3-(4-Chlorophenyl)-prop-2-ynyl]-5-(6-methyl-pyridine-2-sulfonyl)-thiazolidine-2,4-dione). Yield: 39.0%. As a reaction SMILES: [CH3:1][C:2]1[N:7]=[C:6]([S:8]([CH:11]2[S:15][C:14](=[O:16])[NH:13][C:12]2=[O:17])(=[O:10])=[O:9])[CH:5]=[CH:4][CH:3]=1.F[C:19]1[CH:20]=[C:21]([C:26]#[C:27][CH2:28]Br)[CH:22]=[C:23](F)[CH:24]=1.[Cl-:30].[NH4+]>C1COCC1>[Cl:30][C:24]1[CH:23]=[CH:22][C:21]([C:26]#[C:27][CH2:28][C:11]2([S:8]([C:6]3[CH:5]=[CH:4][CH:3]=[C:2]([CH3:1])[N:7]=3)(=[O:10])=[O:9])[S:15][C:14](=[O:16])[NH:13][C:12]2=[O:17])=[CH:20][CH:19]=1 |f:2.3|. Reported procedure: N-butyl lithium (2.5M in hexanes, 2.77 mL, 6.93 mmol) was added to a solution of 5-(6-methyl-pyridine-2-sulfonyl)-thiazolidine-2,4-dione, [(V), from Example 90, 0.92 g, 3.38 mmol] in dry THF (30 mL) at -78° C. under a dry N2 atmosphere over a twenty minute period. A solution of [3-(4-chlorophenyl)-prop-2-ynyl]-BROMIDE [(IX), from Example 21, 3.53 g, 15.4 mmol] in dry THF (10 mL) was added over a 20 min period. The reaction mixture was allowed to warm to room temperature. After 16 h, the reaction...